From a dataset of the Open Reaction Database (ORD), a public repository of structured organic reaction records. describe an organic reaction: reactants, conditions, products, and yield The reactants are C1CCOC1, C[Si](C)(C)[N-][Si](C)(C)C, Cl, CC(=O)c1cnn(-c2ncccc2C(F)(F)F)c1, CCOC(=O)C(F)(F)F, [Li+]. The product is O=C(CC(=O)C(F)(F)F)c1cnn(-c2ncccc2C(F)(F)F)c1. As a reaction SMILES: [CH2:39]1[O:40][CH2:41][CH2:42][CH2:43]1.[CH3:1][Si:2]([N-:3][Si:4]([CH3:5])([CH3:6])[CH3:7])([CH3:8])[CH3:9].[ClH:38].[F:11][C:12]([c:13]1[c:14](-[n:19]2[n:20][cH:21][c:22]([C:24]([CH3:25])=[O:26])[cH:23]2)[n:15][cH:16][cH:17][cH:18]1)([F:27])[F:28].[F:29][C:30]([C:31](=[O:32])[O:33][CH2:34][CH3:35])([F:36])[F:37].[Li+:10]>>[F:11][C:12]([c:13]1[c:14](-[n:19]2[n:20][cH:21][c:22]([C:24]([CH2:25][C:31]([C:30]([F:29])([F:36])[F:37])=[O:32])=[O:26])[cH:23]2)[n:15][cH:16][cH:17][cH:18]1)([F:27])[F:28].